describe an organic reaction: reactants, conditions, products, and yield From a dataset of the Open Reaction Database (ORD), a public repository of structured organic reaction records. Reactants: O1CC1CC (epoxybutane), NCCCP(O)O (3-aminopropylphosphonous acid), O1C[C@@H]1C(C)C ((S)-(+)-1,2-epoxy-3-methyl-butane). Reagents/catalysts: [O-2].[Zn+2] (zinc oxide). The solvent is Cl (hydrochloric acid), C[Si](N[Si](C)(C)C)(C)C (hexamethyldisilazane). Reaction conditions: time 6 hour. Product: NCCCP(O)(=O)C[C@H](C(C)C)O (3-aminopropyl[2-(S)-hydroxy-3-methyl-butyl]phosphinic acid). As a reaction SMILES: [NH2:1][CH2:2][CH2:3][CH2:4][P:5]([OH:7])[OH:6].[O:8]1[C@@H:10]([CH:11]([CH3:13])[CH3:12])[CH2:9]1.O1C(CC)C1>C[Si](C)(C)N[Si](C)(C)C.Cl.[O-2].[Zn+2]>[NH2:1][CH2:2][CH2:3][CH2:4][P:5]([CH2:9][C@@H:10]([OH:8])[CH:11]([CH3:13])[CH3:12])(=[O:7])[OH:6] |f:5.6|. Procedure details: A suspension of 2.46 g of 3-aminopropylphosphonous acid in 20 ml of hexamethyldisilazane is heated to reflux under an inert gas for 24 hours after which a clear solution results. The excess hexamethyldisilazane is removed by distillation at atmospheric pressure under a slight positive pressure of inert gas to afford a colourless oil. The oil is cooled to circa 40° and treated with 0.64 g of anhydrous zinc oxide and 25 ml of (S)-(+)-1,2-epoxy-3-methyl-butane. An exothermic reaction occurs and the... Reactants: ClC1=C(C(=CC=C1)Cl)CS(=O)(=O)C=1C=C2/C(/C(NC2=CC1)=O)=C/C=1NC(=CC1C(=O)O)C (2-[5-(2,6-dichloro-phenylmethanesulfonyl)-2-oxo-1,2-dihydro-indol-(3Z)-ylidenemethyl]-5-methyl-1H-pyrrole-3-carboxylic acid), C=1C=CC2=C(C1)N=NN2O (HOBt), CCN=C=NCCCN(C)C.Cl (EDAC.HCl), NCC(CN1N=NC=C1)O (1-amino-3-[1,2,3]triazol-1-yl-propan-2-ol), TEA. The solvent is CN(C)C=O (DMF). Run at time 1 hour. The product is OC(CNC(=O)C1=C(NC(=C1)C)\C=C\1/C(NC2=CC=C(C=C12)S(=O)(=O)CC1=C(C=CC=C1Cl)Cl)=O)CN1N=NC=C1 (2-[5-(2,6-Dichloro-phenylmethanesulfonyl)-2-oxo-1,2-dihydro-indol-(3Z)-ylidenemethyl]-5-methyl-1H-pyrrole-3-carboxylic acid (2-Hydroxy-3-[1,2,3]triazol-1-yl-propyl)-amide). Reaction SMILES: [Cl:1][C:2]1[CH:7]=[CH:6][CH:5]=[C:4]([Cl:8])[C:3]=1[CH2:9][S:10]([C:13]1[CH:14]=[C:15]2[C:19](=[CH:20][CH:21]=1)[NH:18][C:17](=[O:22])/[C:16]/2=[CH:23]\[C:24]1[NH:25][C:26]([CH3:32])=[CH:27][C:28]=1[C:29]([OH:31])=O)(=[O:12])=[O:11].C1C=CC2N(O)N=NC=2C=1.CCN=C=NCCCN(C)C.Cl.[NH2:55][CH2:56][CH:57]([OH:64])[CH2:58][N:59]1[CH:63]=[CH:62][N:61]=[N:60]1>CN(C=O)C>[OH:64][CH:57]([CH2:58][N:59]1[CH:63]=[CH:62][N:61]=[N:60]1)[CH2:56][NH:55][C:29]([C:28]1[CH:27]=[C:26]([CH3:32])[NH:25][C:24]=1/[CH:23]=[C:16]1\[C:17](=[O:22])[NH:18][C:19]2[C:15]\1=[CH:14][C:13]([S:10]([CH2:9][C:3]1[C:2]([Cl:1])=[CH:7][CH:6]=[CH:5][C:4]=1[Cl:8])(=[O:12])=[O:11])=[CH:21][CH:20]=2)=[O:31] |f:2.3|. Reported procedure: To a mixture of 2-[5-(2,6-dichloro-phenylmethanesulfonyl)-2-oxo-1,2-dihydro-indol-(3Z)-ylidenemethyl]-5-methyl-1H-pyrrole-3-carboxylic acid (100 mg, 0.2 mmol), HOBt (33 mg, 1.2 eq.), EDAC.HCl (47 mg, 1.2 eq.) and 1-amino-3-[1,2,3]triazol-1-yl-propan-2-ol (30 mg, 1.1 eq.) in DMF (2 mL) was added TEA (0.071 mL, 2.5 eq.). After stirring at rt for 2 weeks, the reaction was concentrated, diluted with DCM and several drops of methanol. After standing at rt for one hour, the resulted precipitate was co... Product: FC(OC=1C=C(C=CC1)C1=COC2=C1C=C(C=C2)C2=NN=C(O2)NC#N)(F)F ([5-[3-[3-(trifluoromethoxy)phenyl]-1-benzofuran-5-yl]-1,3,4-oxadiazol-2-yl]cyanamide). Isolated yield 24.0%. Starting materials: CS(=O)(=O)C=1OC(=NN1)C=1C=CC2=C(C(=CO2)C2=CC(=CC=C2)OC(F)(F)F)C1 (2-(methylsulfonyl)-5-[3-[3-(trifluoromethoxy)phenyl]-1-benzofuran-5-yl]-1,3,4-oxadiazole), N#CN (cyanamide). Reaction SMILES: CS([C:5]1[O:6][C:7]([C:10]2[CH:11]=[CH:12][C:13]3[O:17][CH:16]=[C:15]([C:18]4[CH:23]=[CH:22][CH:21]=[C:20]([O:24][C:25]([F:28])([F:27])[F:26])[CH:19]=4)[C:14]=3[CH:29]=2)=[N:8][N:9]=1)(=O)=O.[N:30]#[C:31][NH2:32]>>[F:26][C:25]([F:28])([F:27])[O:24][C:20]1[CH:19]=[C:18]([C:15]2[C:14]3[CH:29]=[C:10]([C:7]4[O:6][C:5]([NH:32][C:31]#[N:30])=[N:9][N:8]=4)[CH:11]=[CH:12][C:13]=3[O:17][CH:16]=2)[CH:23]=[CH:22][CH:21]=1. Reported procedure: In the same manner as in Example 110 and using 2-(methylsulfonyl)-5-[3-[3-(trifluoromethoxy)phenyl]-1-benzofuran-5-yl]-1,3,4-oxadiazole instead of 2-(2,3-dihydro-1-benzofuran-5-yl)-5-(methylsulfonyl)-1,3,4-oxadiazole and using cyanamide instead of 3-fluorobenzylalcohol, the title compound (yield 24%) was obtained as colorless crystals.